From a dataset of the Open Reaction Database (ORD), a public repository of structured organic reaction records. describe an organic reaction: reactants, conditions, products, and yield Procedure details: 357.5 parts (3.2 mol) of chloroacetyl chloride are added dropwise over the course of 2 hours at from 10° to 20° C. to 920 parts of 4-fluoro-N-isopropylaniline solution (~3 mol of 4-fluoro-N-isopropylaniline) from Example 1. Stirring is subsequently carried out at 20° C. for one hour and then the majority of the hydrogen chloride formed is removed as a gas by heating to about 90° C. Run at time 1 hour. The reactants are ClCC(=O)Cl (chloroacetyl chloride), FC1=CC=C(NC(C)C)C=C1 (4-fluoro-N-isopropylaniline). RXN SMILES: [Cl:1][CH2:2][C:3](Cl)=[O:4].[F:6][C:7]1[CH:16]=[CH:15][C:10]([NH:11][CH:12]([CH3:14])[CH3:13])=[CH:9][CH:8]=1>>[F:6][C:7]1[CH:16]=[CH:15][C:10]([N:11]([CH:12]([CH3:14])[CH3:13])[C:3](=[O:4])[CH2:2][Cl:1])=[CH:9][CH:8]=1. The product is FC1=CC=C(N(C(CCl)=O)C(C)C)C=C1 (4-fluoro-N-isopropyl-N-chloroacetylaniline). Reactants: COC(=O)C(C(C)C)N1C(=O)NC(COc2ccc(Br)cc2)C1=O, Cl. Product: CC(C)C(C(=O)O)N1C(=O)NC(COc2ccc(Br)cc2)C1=O. Reaction SMILES: [CH3:1][O:2][C:3]([CH:4]([CH:5]([CH3:6])[CH3:7])[N:8]1[C:9](=[O:23])[NH:10][CH:11]([CH2:14][O:15][c:16]2[cH:17][cH:18][c:19]([Br:22])[cH:20][cH:21]2)[C:12]1=[O:13])=[O:24].[ClH:25]>>[O:2]=[C:3]([CH:4]([CH:5]([CH3:6])[CH3:7])[N:8]1[C:9](=[O:23])[NH:10][CH:11]([CH2:14][O:15][c:16]2[cH:17][cH:18][c:19]([Br:22])[cH:20][cH:21]2)[C:12]1=[O:13])[OH:24]. Reactants: Cc1cc(Nc2cc3ccccc3c(Cl)n2)n[nH]1, OB(O)c1ccccc1F. Product: Cc1cc(Nc2cc3ccccc3c(-c3ccccc3F)n2)n[nH]1. As a reaction SMILES: [Cl:1][c:2]1[n:3][c:4]([NH:12][c:13]2[n:14][nH:15][c:16]([CH3:18])[cH:17]2)[cH:5][c:6]2[cH:7][cH:8][cH:9][cH:10][c:11]12.[F:19][c:20]1[c:21]([B:26]([OH:27])[OH:28])[cH:22][cH:23][cH:24][cH:25]1>>[c:2]1(-[c:21]2[c:20]([F:19])[cH:25][cH:24][cH:23][cH:22]2)[n:3][c:4]([NH:12][c:13]2[n:14][nH:15][c:16]([CH3:18])[cH:17]2)[cH:5][c:6]2[cH:7][cH:8][cH:9][cH:10][c:11]12. Starting materials: [BH3-]C#N, CC(C)(C)OC(=O)N1CCC(C=O)CC1, CC(C)(C)OC(=O)N1CCC(CN)CC1, CC(=O)O, CO, [Na+]. Product: CC(C)(C)OC(=O)N1CCC(CNCC2CCN(C(=O)OC(C)(C)C)CC2)CC1. As a reaction SMILES: [C:1]([BH3-:2])#[N:3].[C:20]([CH3:21])([CH3:22])([CH3:23])[O:24][C:25](=[O:26])[N:27]1[CH2:28][CH2:29][CH:30]([CH:33]=[O:34])[CH2:31][CH2:32]1.[C:5]([CH3:6])([CH3:7])([CH3:8])[O:9][C:10](=[O:11])[N:12]1[CH2:13][CH2:14][CH:15]([CH2:18][NH2:19])[CH2:16][CH2:17]1.[CH3:35][C:36](=[O:37])[OH:38].[CH3:39][OH:40].[Na+:4]>>[C:5]([CH3:6])([CH3:7])([CH3:8])[O:9][C:10](=[O:11])[N:12]1[CH2:13][CH2:14][CH:15]([CH2:18][NH:19][CH2:33][CH:30]2[CH2:29][CH2:28][N:27]([C:25]([O:24][C:20]([CH3:21])([CH3:22])[CH3:23])=[O:26])[CH2:32][CH2:31]2)[CH2:16][CH2:17]1. Reactants: [S] (sulfur), [F-].[K+] (KF), CS(=O)C (dimethyl sulfoxide), FC(C(=C(F)F)F)(F)F (Hexafluoropropene). Yields the product FC(C(=S)C(F)(F)F)(F)F (hexafluorothioacetone). As a reaction SMILES: [S].[F-:2].[K+].[F:4][C:5]([F:12])([F:11])[C:6](F)=[C:7]([F:9])[F:8].C[S:14](C)=O>>[F:2][C:7]([F:9])([F:8])[C:6]([C:5]([F:12])([F:11])[F:4])=[S:14] |f:1.2,^3:0|. Procedure: Into a 500 mL flask as described in Example II was charged 48 g (1.50 mole) of sulfur, 5 g (0.086 mole) anh. KF and 200 mL of dimethyl sulfoxide. Hexafluoropropene (133 g, 0.89 mole) was reacted over a 6 hour period at 55° C. to give 104 g (0.275 mole) of crude hexafluorothioacetone dimer for a 62% conversion and yield.